From a dataset of the Open Reaction Database (ORD), a public repository of structured organic reaction records. describe an organic reaction: reactants, conditions, products, and yield The reactants are COC1=NC=2C=C(C(=C(C2N=C1OC)C(=O)Cl)C)[N+](=O)[O-] (2,3-Dimethoxy-6-methyl-7-nitro-quinoxaline-5-carbonyl chloride), Cl.C(C)(C)(C)OC(CNC)=O (sarcosine tert-butyl ester hydrochloride). Conditions: time 24 hour. The product is COC1=NC=2C=C(C(=C(C2N=C1OC)C(=O)N(C)CC(=O)OC(C)(C)C)C)[N+](=O)[O-] ([(2,3-Dimethoxy-6-methyl-7-nitro-quinoxaline-5-carbonyl)-methylamino]-acetic acid, tert-butyl ester). As a reaction SMILES: [CH3:1][O:2][C:3]1[C:12]([O:13][CH3:14])=[N:11][C:10]2[C:9]([C:15](Cl)=[O:16])=[C:8]([CH3:18])[C:7]([N+:19]([O-:21])=[O:20])=[CH:6][C:5]=2[N:4]=1.Cl.[C:23]([O:27][C:28](=[O:32])[CH2:29][NH:30][CH3:31])([CH3:26])([CH3:25])[CH3:24]>>[CH3:1][O:2][C:3]1[C:12]([O:13][CH3:14])=[N:11][C:10]2[C:9]([C:15]([N:30]([CH2:29][C:28]([O:27][C:23]([CH3:26])([CH3:25])[CH3:24])=[O:32])[CH3:31])=[O:16])=[C:8]([CH3:18])[C:7]([N+:19]([O-:21])=[O:20])=[CH:6][C:5]=2[N:4]=1 |f:1.2|. Reported procedure: Prepared from 2,3-dimethoxy-6-methyl-7-nitro-quinoxaline-5-carbonyl chloride (13) 200 mg (0.64 mmol) and sarcosine tert-butyl ester hydrochloride 122 mg (0.67 mmol). Reaction was continued for 24 hours, and the crude product was eluted through a flash column (4:1 hexanes:ethyl acetate), 200 mg (74%), mp 102-105° C.; 1H NMR (CDCl3): δ 8.29 (s, 1H), 4.27 (br s, 2H), 4.02 (s, 3H), 3.96 (s, 3H), 3.35 (br s, 3H), 2.54 (s, 3H), 1.41 (s, 9H); MS (APCI): m/z 421 (M+H). Starting materials: CCOC(=O)C(C)(C)Oc1ccc(O)cc1C, CCCCP(CCCC)CCCC, OCc1cnc(-c2ccc(OC(F)(F)F)cc2)cc1C(F)(F)F. Yields the product CCOC(=O)C(C)(C)Oc1ccc(OCc2cnc(-c3ccc(OC(F)(F)F)cc3)cc2C(F)(F)F)cc1C. As a reaction SMILES: [CH2:1]([CH3:2])[O:3][C:4]([C:5]([CH3:6])([CH3:7])[O:8][c:9]1[c:10]([CH3:16])[cH:11][c:12]([OH:15])[cH:13][cH:14]1)=[O:17].[CH2:41]([P:42]([CH2:43][CH2:44][CH2:45][CH3:46])[CH2:47][CH2:48][CH2:49][CH3:50])[CH2:51][CH2:52][CH3:53].[F:18][C:19]([O:20][c:21]1[cH:22][cH:23][c:24](-[c:27]2[cH:28][c:29]([C:35]([F:36])([F:37])[F:38])[c:30]([CH2:33][OH:34])[cH:31][n:32]2)[cH:25][cH:26]1)([F:39])[F:40]>>[CH2:1]([CH3:2])[O:3][C:4]([C:5]([CH3:6])([CH3:7])[O:8][c:9]1[c:10]([CH3:16])[cH:11][c:12]([O:15][CH2:33][c:30]2[c:29]([C:35]([F:36])([F:37])[F:38])[cH:28][c:27](-[c:24]3[cH:23][cH:22][c:21]([O:20][C:19]([F:18])([F:39])[F:40])[cH:26][cH:25]3)[n:32][cH:31]2)[cH:13][cH:14]1)=[O:17]. Starting materials: N1=CC=C(C=C1)C1(CCNCC1)C(=O)N (4-(pyridin-4-yl)-piperidine-4-carboxylic acid amide), C(C)O (ethanol), Cl (hydrochloric acid), O1CCOCC1 (dioxane). The reagents and catalysts are [Pd] (palladium-on-carbon). Run in CO (methanol). Run at time 48 hour. The product is Cl.N1=CC=C(C=C1)C1(CCNCC1)C(=O)N (4-(pyridin-4-yl)-piperidine-4-carboxylic acid amide hydrochloride). Reaction SMILES: [N:1]1[CH:6]=[CH:5][C:4]([C:7]2([C:13]([NH2:15])=[O:14])[CH2:12][CH2:11][NH:10][CH2:9][CH2:8]2)=[CH:3][CH:2]=1.C(O)C.[ClH:19].O1CCOCC1>[Pd].CO>[ClH:19].[N:1]1[CH:6]=[CH:5][C:4]([C:7]2([C:13]([NH2:15])=[O:14])[CH2:12][CH2:11][NH:10][CH2:9][CH2:8]2)=[CH:3][CH:2]=1 |f:6.7|. Procedure details: Combine 1-benzyl-(4-(pyridin-4-yl)-piperidine-4-carboxylic acid amide, (0.22 g, 0.67 mmol) and ethanol (20 mL). Add 5% palladium-on-carbon (0.14 g) and hydrogenate on a Parr apparatus at 55 psi. After 48 hours, remove the catalyst by filtration and evaporate the filtrate in vacuo to give a residue. Combine the residue and methanol. Add a solution of hydrochloric acid in dioxane (2 mL, 4M, 8 mmol) to give a solid. Collect the solid by filtration to give 4-(pyridin-4-yl)-piperidine-4-carboxylic ac... The reactants are Cc1c(C)n(Cc2cccc(F)c2)c2c(N3CCc4ccccc4C3)nc(N)cc12, O=N[O-], N, [Na+], O, O=S(=O)(O)O. Product: Cc1c(C)n(Cc2cccc(F)c2)c2c(N3CCc4ccccc4C3)nc(O)cc12. RXN SMILES: [CH2:6]1[N:7]([c:16]2[n:17][c:18]([NH2:35])[cH:19][c:20]3[c:21]2[n:22]([CH2:27][c:28]2[cH:29][c:30]([F:34])[cH:31][cH:32][cH:33]2)[c:23]([CH3:26])[c:24]3[CH3:25])[CH2:8][CH2:9][c:10]2[cH:11][cH:12][cH:13][cH:14][c:15]21.[N:36](=[O:37])[O-:38].[NH3:40].[Na+:39].[OH2:41].[S:1](=[O:2])(=[O:3])([OH:4])[OH:5]>>[CH2:6]1[N:7]([c:16]2[n:17][c:18]([OH:37])[cH:19][c:20]3[c:21]2[n:22]([CH2:27][c:28]2[cH:29][c:30]([F:34])[cH:31][cH:32][cH:33]2)[c:23]([CH3:26])[c:24]3[CH3:25])[CH2:8][CH2:9][c:10]2[cH:11][cH:12][cH:13][cH:14][c:15]21. Starting materials: CC(C)OC(=O)/N=N/C(=O)OC(C)C (DIAD), N1C=NC(=C1)C(=O)OC (methyl 4-imidazolecarboxylate), C1(=CC=CC=C1)P(C1=CC=CC=C1)C1=CC=CC=C1 (triphenylphosphine), OC1CCN(C2=CC=CC=C12)C(=O)C1=CC=CC=C1 ((4-hydroxy-3,4-dihydro-2H-quinolin-1-yl)-phenyl-methanone). Run in C1CCOC1 (THF). Conditions: time 5 minute. The product is COC(=O)C=1N(C=NC1)C1CCN(C2=CC=CC=C12)C(C1=CC=CC=C1)=O (3-(1-Benzoyl-1,2,3,4-tetrahydro-quinolin-4-yl)-3H-imidazole-4-carboxylic acid methyl ester). As a reaction SMILES: [NH:1]1[CH:5]=[C:4]([C:6]([O:8][CH3:9])=[O:7])[N:3]=[CH:2]1.C1(P(C2C=CC=CC=2)C2C=CC=CC=2)C=CC=CC=1.O[CH:30]1[C:39]2[C:34](=[CH:35][CH:36]=[CH:37][CH:38]=2)[N:33]([C:40]([C:42]2[CH:47]=[CH:46][CH:45]=[CH:44][CH:43]=2)=[O:41])[CH2:32][CH2:31]1.CC(OC(/N=N/C(OC(C)C)=O)=O)C>C1COCC1>[CH3:9][O:8][C:6]([C:4]1[N:3]([CH:30]2[C:39]3[C:34](=[CH:35][CH:36]=[CH:37][CH:38]=3)[N:33]([C:40](=[O:41])[C:42]3[CH:47]=[CH:46][CH:45]=[CH:44][CH:43]=3)[CH2:32][CH2:31]2)[CH:2]=[N:1][CH:5]=1)=[O:7]. Reported procedure: methyl 4-imidazolecarboxylate (200 mg, 1.59 mmol) and PS-triphenylphosphine (2.15 mmol/g, 0.90 g, 1.94 mmol) are added to a solution of (4-hydroxy-3,4-dihydro-2H-quinolin-1-yl)-phenyl-methanone (380 mg, 1.50 mmol) in THF (20 mL) at room temperature. The resulting mixture is stirred at room temperature for 5 minutes and then cooled to 0° C. DIAD (0.38 mL, 1.96 mmol) is added, and the mixture is slowly warmed up to room temperature. After 3 h, the reaction mixture is filtered to remove resin and w... Starting materials: ClC1=CC(=NN1CC(=O)OCC)C(F)(F)F (ethyl 5-chloro-3-(trifluoromethyl)-1H-pyrazole-1-acetate), ClC1=CC(=NN1CC(=O)OCC)C(F)(F)F (ethyl 5-chloro-3-(trifluoromethyl)-1H-pyrazole-1-acetate), D1, [OH-].[Na+] (sodium hydroxide), Cl (hydrochloric acid). Solvent: O1CCCC1 (tetrahydrofuran), O (water). Reaction conditions: time 4 hour. Yields the product ClC1=CC(=NN1CC(=O)O)C(F)(F)F (5-chloro-3-(trifluoromethyl)-1H-pyrazole-1-acetic acid). RXN SMILES: [Cl:1][C:2]1[N:6]([CH2:7][C:8]([O:10]CC)=[O:9])[N:5]=[C:4]([C:13]([F:16])([F:15])[F:14])[CH:3]=1.[OH-].[Na+].Cl>O1CCCC1.O>[Cl:1][C:2]1[N:6]([CH2:7][C:8]([OH:10])=[O:9])[N:5]=[C:4]([C:13]([F:16])([F:14])[F:15])[CH:3]=1 |f:1.2|. Procedure: A solution of ethyl 5-chloro-3-(trifluoromethyl)-1H-pyrazole-1-acetate (i.e. the product of Example 10, Step D or D1) (218 mg, 0.85 mmol) in tetrahydrofuran (1 mL) was treated with a 50 wt. % aqueous solution of sodium hydroxide (0.2 mL) in water (0.6 mL). The reaction mixture was stirred at room temperature for 4 h. The reaction mixture was treated with concentrated aqueous hydrochloric acid to lower the pH to 1, and then extracted with ethyl acetate. The extract was dried (MgSO4) and concentra... Starting materials: C(C1=CC=CC=C1)Br (benzyl bromide), C1=CC=C2C(=C1)C(=O)C(C2=O)(O)O (ninhydrin), OCCNC(OC(C)(C)C)=O (tert-butyl 2-(hydroxy)ethylcarbamate), [OH-].[Na+] (sodium hydroxide). Reagents/catalysts: [Cl-].C(C1=CC=CC=C1)[N+](C)(C)C (benzyltrimethylammonium chloride). Solvent: CCCCCC.C(C)(=O)OCC (hexane ethyl acetate), ice water. Reaction conditions: time 12 hour. Product: C(C1=CC=CC=C1)OCCNC(OC(C)(C)C)=O (tert-butyl 2-(benzyloxy)ethylcarbamate). The yield is 90.1%. As a reaction SMILES: [OH:1][CH2:2][CH2:3][NH:4][C:5](=[O:11])[O:6][C:7]([CH3:10])([CH3:9])[CH3:8].[OH-].[Na+].[CH2:14](Br)[C:15]1[CH:20]=[CH:19][CH:18]=[CH:17][CH:16]=1.C1C=C2C(C(O)(O)C(=O)C2=CC=1)=O>[Cl-].C([N+](C)(C)C)C1C=CC=CC=1.CCCCCC.C(OCC)(=O)C>[CH2:14]([O:1][CH2:2][CH2:3][NH:4][C:5](=[O:11])[O:6][C:7]([CH3:8])([CH3:10])[CH3:9])[C:15]1[CH:20]=[CH:19][CH:18]=[CH:17][CH:16]=1 |f:1.2,5.6,7.8|. Procedure: To a mechanically stirred mixture of tert-butyl 2-(hydroxy)ethylcarbamate (32.2 g, 200.4 mmol) and sodium hydroxide (300 mL of 50%) was added benzyltrimethylammonium chloride (3.79 g, 20.4 mmol) and benzyl bromide (23.8 mL, 200.4 mmol). After stirring at room temperature for 12 hours TLC monitoring, using 1/1 hexane/ethyl acetate and ninhydrin stain, indicated complete reaction. The resulting clear solution was diluted with ice water (1 L), and the organic layer was separated. The aqueous layer ...